Dataset: the Open Reaction Database (ORD), a public repository of structured organic reaction records. Task: describe an organic reaction: reactants, conditions, products, and yield Reactants: O (Water), [OH-].[Na+] (sodium hydroxide), C(C1=CC=CC=C1)N1C(C(=NC2=CC=CC=C12)C(=O)OCC)=O (ethyl 4-benzyl-3,4-dihydro-3-oxo-2-quinoxalinecarboxylate). Solvent: CO (methanol). Conditions: time 2 hour. The product is C(C1=CC=CC=C1)N1C(C(=NC2=CC=CC=C12)C(=O)O)=O (4-Benzyl-3,4-dihydro-3-oxo-2-quinoxalinecarboxylic acid). The yield is 91.2%. Reaction SMILES: O.[OH-].[Na+].[CH2:4]([N:11]1[C:20]2[C:15](=[CH:16][CH:17]=[CH:18][CH:19]=2)[N:14]=[C:13]([C:21]([O:23]CC)=[O:22])[C:12]1=[O:26])[C:5]1[CH:10]=[CH:9][CH:8]=[CH:7][CH:6]=1>CO>[CH2:4]([N:11]1[C:20]2[C:15](=[CH:16][CH:17]=[CH:18][CH:19]=2)[N:14]=[C:13]([C:21]([OH:23])=[O:22])[C:12]1=[O:26])[C:5]1[CH:6]=[CH:7][CH:8]=[CH:9][CH:10]=1 |f:1.2|. Procedure details: Water (15 ml) and sodium hydroxide (1.3 g) were added to a methanol (30 ml) solution of ethyl 4-benzyl-3,4-dihydro-3-oxo-2-quinoxalinecarboxylate (3.5 g). The reaction mixture was stirred at room temperature for 2 hours and concentrated. 2N Hydrochloric acid was added to the residue to adjust the pH to 4, which was extracted with ethyl acetate. The organic layer was washed with water, then dried and concentrated. The residue was recrystallized from ethyl acetate-hexane to obtain the entitled com...